The task is: describe an organic reaction: reactants, conditions, products, and yield. This data is from the Open Reaction Database (ORD), a public repository of structured organic reaction records. The reactants are C(C)OC(C(CC1=CC=C(C2=C1SC=C2)OCC=2N=C(OC2C)C(C)(C)C)OCC)=O (3-[4-(2-tert-butyl-5-methyl-oxazol-4-ylmethoxy)-benzo[b]thiophen-7-yl]-2-ethoxy-propionic acid ethyl ester), CCOC(=O)C (AcOEt), [OH-].[Na+] (NaOH), ice AcOEt HCl. Run in C1CCOC1.CCO (THF EtOH). Conditions: time 1 hour. Product: C(C)(C)(C)C=1OC(=C(N1)COC1=CC=C(C=2SC=CC21)CC(C(=O)O)OCC)C (3-[4-(2-tert-Butyl-5-methyl-oxazol-4-ylmethoxy)-benzo[b]thiophen-7-yl]-2-ethoxy-propionic acid). Yield: 94.6%. Reaction SMILES: C([O:3][C:4](=[O:31])[CH:5]([O:28][CH2:29][CH3:30])[CH2:6][C:7]1[C:12]2[S:13][CH:14]=[CH:15][C:11]=2[C:10]([O:16][CH2:17][C:18]2[N:19]=[C:20]([C:24]([CH3:27])([CH3:26])[CH3:25])[O:21][C:22]=2[CH3:23])=[CH:9][CH:8]=1)C.[OH-].[Na+].CCOC(C)=O>C1COCC1.CCO>[C:24]([C:20]1[O:21][C:22]([CH3:23])=[C:18]([CH2:17][O:16][C:10]2[C:11]3[CH:15]=[CH:14][S:13][C:12]=3[C:7]([CH2:6][CH:5]([O:28][CH2:29][CH3:30])[C:4]([OH:31])=[O:3])=[CH:8][CH:9]=2)[N:19]=1)([CH3:27])([CH3:26])[CH3:25] |f:1.2,4.5|. Procedure details: 0.125 g of the above prepared 3-[4-(2-tert-butyl-5-methyl-oxazol-4-ylmethoxy)-benzo[b]thiophen-7-yl]-2-ethoxy-propionic acid ethyl ester (0.281 mmol) was dissolved in 1.7 ml of THF/EtOH=1/1, treated with 0.840 ml of 1N NaOH (3 eq.), and kept at ambient temperature for 1.0 h. The reaction mixture was then poured onto crashed ice/AcOEt/HCl dil., the aqueous phase reextracted once more with AcOEt, the combined organic layers washed with water, dried over magnesium sulfate, and evaporated to dryness... Reactants: O=S(=O)(Cl)c1cccc(Br)c1, C1COCCN1, O=S(=O)(Cl)c1ccc(I)cc1, CC(C)(C)OC(=O)N1CCNCC1. The product is CC(C)(C)OC(=O)N1CCN(S(=O)(=O)c2cccc(Br)c2)CC1. As a reaction SMILES: [Br:31][c:32]1[cH:33][c:34]([S:38](=[O:39])(=[O:40])[Cl:41])[cH:35][cH:36][cH:37]1.[CH2:1]1[NH:2][CH2:3][CH2:4][O:5][CH2:6]1.[I:20][c:21]1[cH:22][cH:23][c:24]([S:25]([Cl:26])(=[O:27])=[O:28])[cH:29][cH:30]1.[N:7]1([C:13](=[O:14])[O:15][C:16]([CH3:17])([CH3:18])[CH3:19])[CH2:8][CH2:9][NH:10][CH2:11][CH2:12]1>>[N:7]1([C:13](=[O:14])[O:15][C:16]([CH3:17])([CH3:18])[CH3:19])[CH2:8][CH2:9][N:10]([S:38]([c:34]2[cH:33][c:32]([Br:31])[cH:37][cH:36][cH:35]2)(=[O:39])=[O:40])[CH2:11][CH2:12]1.